From a dataset of the Open Reaction Database (ORD), a public repository of structured organic reaction records. describe an organic reaction: reactants, conditions, products, and yield The reactants are BrC=1C=C(C=C2C(CCNC12)(C)C)C(C)C (8-bromo-6-isopropyl-4,4-dimethyl-1,2,3,4-tetrahydro-quinoline), BrC=1C=C(C=C2C(CCNC12)(C)C)C(C)C (8-bromo-6-isopropyl-4,4-dimethyl-1,2,3,4-tetrahydro-quinoline), ICCC (1-iodopropane). The product is BrC=1C=C(C=C2C(CCN(C12)CCC)(C)C)C(C)C (8-Bromo-6-isopropyl-4,4-dimethyl-1-n-propyl-1,2,3,4-tetrahydro-quinoline). As a reaction SMILES: [Br:1][C:2]1[CH:3]=[C:4]([CH:14]([CH3:16])[CH3:15])[CH:5]=[C:6]2[C:11]=1[NH:10][CH2:9][CH2:8][C:7]2([CH3:13])[CH3:12].I[CH2:18][CH2:19][CH3:20]>>[Br:1][C:2]1[CH:3]=[C:4]([CH:14]([CH3:16])[CH3:15])[CH:5]=[C:6]2[C:11]=1[N:10]([CH2:18][CH2:19][CH3:20])[CH2:9][CH2:8][C:7]2([CH3:12])[CH3:13]. Reported procedure: Following General Procedure A, 8-bromo-6-isopropyl-4,4-dimethyl-1-alkyl-1,2,3,4-tetrahydro-quinoline (Intermediate 4, 3.0 g, 9.1 mmol) and 1-iodopropane (5.2 g, 46 mmol) were reacted to produce the title compound as a yellow oil. Starting materials: C(C)(C)(C)P(C1=C(C=CC=C1)C1=C(C=CC=C1)N(C)C)C(C)(C)C (N-{2′-[di(tert-butyl)phosphino][1,1′-biphenyl]-2-yl}-N,N-dimethylamine), BrC=1C=CC=C2C(=CCC12)C1=CC=CC=C1 (7-bromo-3-phenyl-1H-indene), C1(=CC=CC=C1)C1=CCC2=C(C=CC=C12)O (3-phenyl-1H-inden-7-ol), [O-]P(=O)([O-])[O-].[K+].[K+].[K+] (K3PO4). The reagents and catalysts are C=1C=CC(=CC1)/C=C/C(=O)/C=C/C2=CC=CC=C2.C=1C=CC(=CC1)/C=C/C(=O)/C=C/C2=CC=CC=C2.[Pd] (Pd(dba)2). Solvent: O (water), C1(=CC=CC=C1)C (toluene). Conditions: temperature 100 celsius, time 8 hour. Product: C1(=CC=CC=C1)C1=CCC2=C(C=CC=C12)OC=1C=CC=C2C(=CCC12)C1=CC=CC=C1 (bis(3-phenyl-1H-inden-7-yl)ether). As a reaction SMILES: Br[C:2]1[CH:3]=[CH:4][CH:5]=[C:6]2[C:10]=1[CH2:9][CH:8]=[C:7]2[C:11]1[CH:16]=[CH:15][CH:14]=[CH:13][CH:12]=1.[C:17]1([C:23]2[C:31]3[C:26](=[C:27]([OH:32])[CH:28]=[CH:29][CH:30]=3)[CH2:25][CH:24]=2)[CH:22]=[CH:21][CH:20]=[CH:19][CH:18]=1.[O-]P([O-])([O-])=O.[K+].[K+].[K+].C(P(C(C)(C)C)C1C=CC=CC=1C1C=CC=CC=1N(C)C)(C)(C)C>C1C=CC(/C=C/C(/C=C/C2C=CC=CC=2)=O)=CC=1.C1C=CC(/C=C/C(/C=C/C2C=CC=CC=2)=O)=CC=1.[Pd].O.C1(C)C=CC=CC=1>[C:11]1([C:7]2[C:6]3[C:10](=[C:2]([O:32][C:27]4[CH:28]=[CH:29][CH:30]=[C:31]5[C:26]=4[CH2:25][CH:24]=[C:23]5[C:17]4[CH:22]=[CH:21][CH:20]=[CH:19][CH:18]=4)[CH:3]=[CH:4][CH:5]=3)[CH2:9][CH:8]=2)[CH:16]=[CH:15][CH:14]=[CH:13][CH:12]=1 |f:2.3.4.5,7.8.9|. Procedure details: Under an argon atmosphere, to a mixture of 6.90 g (25.5 mmol) of 7-bromo-3-phenyl-1H-indene, 5.30 g (25.5 mmol) of 3-phenyl-1H-inden-7-ol, 10.8 g (51 mmol) K3PO4, and 100 ml of toluene, a mixture of 300 mg (0.52 mmol) Pd(dba)2 and 348 mg (1.02 mmol) of N-{2′-[di(tert-butyl)phosphino][1,1′-biphenyl]-2-yl}-N,N-dimethylamine was added. This mixture was stirred for 8 hours at 100° C. Then, 300 ml of water was added, the organic layer was separated, and the aqueous layer was extracted with 3×75 ml of... Reactants: NC1=CC=C(CNC(=NC2=C3C=CC=NC3=CC=C2)NC#N)C=C1 (N-(4-Amino-benzyl)-N′-cyano-N″-quinolin-5-yl-guanidine), S(=O)(=O)(C1=CC=CC=2C(N(C)C)=CC=CC12)Cl (dansyl chloride). Solvent: C(C)(=O)OCC (ethyl acetate), N1=CC=CC=C1 (pyridine). Run at time 12 hour. Product: C(#N)N=C(NCC1=CC=C(C=C1)NS(=O)(=O)C1=CC=CC2=C(C=CC=C12)N(C)C)NC1=CC=NC=C1 (5-Dimethylamino-naphthalene-1-sulfonic acid (4-(N′-cyano-N″-pyridin-4-yl-guanidinomethyl)-phenyl)-amide). Isolated yield 60.0%. RXN SMILES: [NH2:1][C:2]1[CH:24]=[CH:23][C:5]([CH2:6][NH:7][C:8]([NH:20][C:21]#[N:22])=[N:9][C:10]2[CH:19]=[CH:18]C=[C:16]3[C:11]=2C=CC=[N:15]3)=[CH:4][CH:3]=1.[S:25](Cl)([C:28]1[C:40]2[CH:39]=[CH:38][CH:37]=[C:33]([N:34]([CH3:36])[CH3:35])[C:32]=2[CH:31]=[CH:30][CH:29]=1)(=[O:27])=[O:26]>N1C=CC=CC=1.C(OCC)(=O)C>[C:21]([N:20]=[C:8]([NH:9][C:10]1[CH:11]=[CH:16][N:15]=[CH:18][CH:19]=1)[NH:7][CH2:6][C:5]1[CH:4]=[CH:3][C:2]([NH:1][S:25]([C:28]2[C:40]3[C:32](=[C:33]([N:34]([CH3:36])[CH3:35])[CH:37]=[CH:38][CH:39]=3)[CH:31]=[CH:30][CH:29]=2)(=[O:27])=[O:26])=[CH:24][CH:23]=1)#[N:22]. Reported procedure: N-(4-Amino-benzyl)-N′-cyano-N″-quinolin-5-yl-guanidine (400 mg, 1.50 mmol) and dansyl chloride (405 mg, 1.50 mmol) were combined in pyridine (15 mL). An exothermic reaction occurred and the suspension became homogeneous. This solution was shaken at room temperature for 12 hours. The reaction mixture was then diluted with ethyl acetate (80 mL) and washed with water (40 mL×3). The organic phase was dried over anhydrous sodium sulfate. The solvent was removed in vacuo to give a solid product which ... Reactants: [H-].C(C(C)C)[Al+]CC(C)C (diisobutylaluminium hydride), C(C)OCC (diethyl ether), N (ammonia), CC=1C(NC=CC1OC)(C(=O)O)NC(C1=CC=CC=C1)(C1=CC=CC=C1)C1=CC=CC=C1 (methyl 4-methoxy-2-(trityl-amino)-picolinic acid). Run in C1(=CC=CC=C1)C (toluene), C(C)(=O)O (acetic acid), C1(=CC=CC=C1)C (toluene). Conditions: temperature -70 celsius, time 30 minute. The product is COC1=CC(NC=C1)(C=O)NC(C1=CC=CC=C1)(C1=CC=CC=C1)C1=CC=CC=C1 (4-Methoxy-2-(trityl-amino)-picolinaldehyde). The yield is 81.2%. RXN SMILES: C[C:2]1[C:3]([NH:13][C:14]([C:27]2[CH:32]=[CH:31][CH:30]=[CH:29][CH:28]=2)([C:21]2[CH:26]=[CH:25][CH:24]=[CH:23][CH:22]=2)[C:15]2[CH:20]=[CH:19][CH:18]=[CH:17][CH:16]=2)([C:10](O)=[O:11])[NH:4][CH:5]=[CH:6][C:7]=1[O:8][CH3:9].[H-].C([Al+]CC(C)C)C(C)C.C(OCC)C.N>C1(C)C=CC=CC=1.C(O)(=O)C>[CH3:9][O:8][C:7]1[CH:6]=[CH:5][NH:4][C:3]([NH:13][C:14]([C:27]2[CH:32]=[CH:31][CH:30]=[CH:29][CH:28]=2)([C:21]2[CH:22]=[CH:23][CH:24]=[CH:25][CH:26]=2)[C:15]2[CH:20]=[CH:19][CH:18]=[CH:17][CH:16]=2)([CH:10]=[O:11])[CH:2]=1 |f:1.2|. Procedure details: 1.19 g of methyl 4-methoxy-2-(trityl-amino)-picolinic acid (compound B12) are dissolved in 41 ml of toluene. Subsequently, the solution is cooled to −70° C. and 3.36 ml of diisobutylaluminium hydride in toluene (strength 1.5 M) are added dropwise. After 30 min, 6.0 ml of diethyl ether and 3.5 ml of aqueous acetic acid (20% strength) are added. After further 30 min, the mixture is allowed to warm up to room temperature. Subsequently, 34 ml of aqueous ammonia (25% strength) is added and the mixtur... Starting materials: C(C)OC1=C2C(=C(C=3C(N(C(C13)=O)C1=C(C=C(C=C1)CC(=O)OCC)F)=O)OCC1=CC=CC=C1)C=CC=C2 (ethyl (4-{4-(ethyloxy)-1,3-dioxo-9-[(phenylmethyl)oxy]-1,3-dihydro-2H-benzo[f]isoindol-2-yl}-3-fluorophenyl)acetate). Reagents/catalysts: [Pd] (Palladium on carbon). The solvent is C(C)O (ethanol). Run at time 3 hour. The product is C(C)OC1=C2C(=C(C=3C(N(C(C13)=O)C1=C(C=C(C=C1)CC(=O)OCC)F)=O)O)C=CC=C2 (Ethyl {4-[4-(ethyloxy)-9-hydroxy-1,3-dioxo-1,3-dihydro-2H-benzo[f]isoindol-2-yl]-3-fluorophenyl}acetate). Isolated yield 107.5%. Reaction SMILES: C([O:3][C:4]1[C:12]2[C:11](=[O:13])[N:10]([C:14]3[CH:19]=[CH:18][C:17]([CH2:20][C:21]([O:23][CH2:24][CH3:25])=[O:22])=[CH:16][C:15]=3[F:26])[C:9](=[O:27])[C:8]=2[C:7]([O:28][CH2:29][C:30]2C=CC=CC=2)=[C:6]2[CH:36]=[CH:37][CH:38]=[CH:39][C:5]=12)C>[Pd].C(O)C>[CH2:29]([O:28][C:7]1[C:8]2[C:9](=[O:27])[N:10]([C:14]3[CH:19]=[CH:18][C:17]([CH2:20][C:21]([O:23][CH2:24][CH3:25])=[O:22])=[CH:16][C:15]=3[F:26])[C:11](=[O:13])[C:12]=2[C:4]([OH:3])=[C:5]2[CH:39]=[CH:38][CH:37]=[CH:36][C:6]=12)[CH3:30]. Procedure: 10% Palladium on carbon (0.175 g) was suspended in ethanol (150 ml), to this was added ethyl (4-{4-(ethyloxy)-1,3-dioxo-9-[(phenylmethyl)oxy]-1,3-dihydro-2H-benzo[f]isoindol-2-yl}-3-fluorophenyl)acetate (1.75 g, 3.32 mmol). The reaction was stirred at room temperature under an atmosphere of hydrogen for 3 hours. This was filtered through a bed of celite under a blanket of argon, and washed with dichloromethane. The filtrate was evaporated to give a yellow solid (1.56 g, 3.57 mmol). LC/MS: Rt=3.5... Reaction SMILES: Br[C:2]1[CH:6]=[CH:5][O:4][CH:3]=1.[CH3:7][CH:8]([CH3:13])[CH:9]([OH:12])[CH:10]=[CH2:11].C(=O)(O)[O-].[Na+]>[Cl-].C([N+](CCCC)(CCCC)CCCC)CCC.C([O-])(=O)C.[Pd+2].C([O-])(=O)C.CN(C=O)C>[O:4]1[CH:5]=[CH:6][C:2]([CH2:11][CH2:10][C:9](=[O:12])[CH:8]([CH3:13])[CH3:7])=[CH:3]1 |f:2.3,4.5,6.7.8|. Product: O1C=C(C=C1)CCC(C(C)C)=O (1-Furan-3-yl-4-methyl-pentan-3-one). Reactants: BrC1=COC=C1 (3-bromofuran), CC(C(C=C)O)C (4-methyl-1-penten-3-ol), C([O-])(O)=O.[Na+] (sodium bicarbonate). Reagents/catalysts: [Cl-].C(CCC)[N+](CCCC)(CCCC)CCCC (tetrabutyl ammonium chloride), C(C)(=O)[O-].[Pd+2].C(C)(=O)[O-] (palladium acetate). Procedure: The title compound was prepared according to General Method 4a using 3-bromofuran (17 mmol), 4-methyl-1-penten-3-ol (25.5 mmol), tetrabutyl ammonium chloride (17 mmol), sodium bicarbonate (42.5 mmol), DMF (15 mL), and palladium acetate (0.9 mmol). The title compound was flash chromatographed eluting with EtOAc:hexane (5:95 to 10:90). Run in CN(C)C=O (DMF). The reactants are FC1=C(OC2=CC(=NC=N2)NC(=O)N2CCN(CC2)CCN2CCC2)C=CC(=C1)[N+](=O)[O-] (4-[2-(Azetidin-1-yl)ethyl]piperazine-1-carboxylic acid [6-(2-fluoro-4-nitrophenoxy)pyrimidin-4-yl]amide). Reagents/catalysts: [C].[Pd] (palladium carbon). Solvent: O1CCCC1 (tetrahydrofuran), CO (methanol). Conditions: time 16.5 hour. Yields the product crude product, NC1=CC(=C(OC2=CC(=NC=N2)NC(=O)N2CCN(CC2)CCN2CCC2)C=C1)F (4-[2-(Azetidin-1-yl)ethyl]piperazine-1-carboxylic acid [6-(4-amino-2-fluorophenoxy)pyrimidin-4-yl]amide). The yield is 31.6%. RXN SMILES: [F:1][C:2]1[CH:29]=[C:28]([N+:30]([O-])=O)[CH:27]=[CH:26][C:3]=1[O:4][C:5]1[N:10]=[CH:9][N:8]=[C:7]([NH:11][C:12]([N:14]2[CH2:19][CH2:18][N:17]([CH2:20][CH2:21][N:22]3[CH2:25][CH2:24][CH2:23]3)[CH2:16][CH2:15]2)=[O:13])[CH:6]=1>O1CCCC1.CO.[C].[Pd]>[NH2:30][C:28]1[CH:27]=[CH:26][C:3]([O:4][C:5]2[N:10]=[CH:9][N:8]=[C:7]([NH:11][C:12]([N:14]3[CH2:19][CH2:18][N:17]([CH2:20][CH2:21][N:22]4[CH2:25][CH2:24][CH2:23]4)[CH2:16][CH2:15]3)=[O:13])[CH:6]=2)=[C:2]([F:1])[CH:29]=1 |f:3.4|. Procedure details: 4-[2-(Azetidin-1-yl)ethyl]piperazine-1-carboxylic acid [6-(2-fluoro-4-nitrophenoxy)pyrimidin-4-yl]amide (110 mg) was dissolved in tetrahydrofuran (3 ml) and methanol (3 ml), and then 10% palladium carbon (53 mg) was added, followed by stirring under a hydrogen atmosphere for 16.5 hrs. The catalyst was filtered off and washed with methanol. The filtrate and washings were concentrated under reduced pressure to give a residue, which was then purified by silica gel column chromatography (Fuji Silysi... Reactants: COC1=CC=C(C=C1)S (4-Methoxythiophenol), C([O-])([O-])=O.[K+].[K+] (potassium carbonate), solution, ClC=1C(=NC(=CC1)Cl)C(=O)OC(C)(C)C (tert-butyl 3,6-dichloro-2-pyridinecarboxylate), C(Cl)(Cl)Cl (Chloroform). Run in CN(C=O)C (N,N-dimethylformamide). Reaction conditions: time 1 hour. The product is ClC1=CC=C(C(=N1)C(=O)OC(C)(C)C)SC1=CC=C(C=C1)OC (tert-butyl 6-chloro-3-(4-methoxy-phenylsulfanyl)-2-pyridinecarboxylate). The yield is 30.8%. As a reaction SMILES: [CH3:1][O:2][C:3]1[CH:8]=[CH:7][C:6]([SH:9])=[CH:5][CH:4]=1.C(=O)([O-])[O-].[K+].[K+].Cl[C:17]1[C:18]([C:24]([O:26][C:27]([CH3:30])([CH3:29])[CH3:28])=[O:25])=[N:19][C:20]([Cl:23])=[CH:21][CH:22]=1.C(Cl)(Cl)Cl>CN(C)C=O>[Cl:23][C:20]1[N:19]=[C:18]([C:24]([O:26][C:27]([CH3:30])([CH3:29])[CH3:28])=[O:25])[C:17]([S:9][C:6]2[CH:7]=[CH:8][C:3]([O:2][CH3:1])=[CH:4][CH:5]=2)=[CH:22][CH:21]=1 |f:1.2.3|. Procedure details: 4-Methoxythiophenol (0.927 ml; 7.55 mmol) and 1.14 g (8.26 mmol) of potassium carbonate were added, at room temperature, to a solution (70 ml) of 1.70 g (6.86 mmol) of the resulting ester compound in N,N-dimethylformamide followed by stirring for 1 hour. Chloroform was added to the reaction solution followed by washing with a saturated aqueous solution of sodium hydrogen carbonate and a saturated aqueous saline solution, drying and concentrating in vacuo. The resulting residue was purified by a ... The reactants are C(#N)C1(CCCCC1)N(C)C (1-Cyano-N,N-dimethyl cyclohexylamine), S(O)(O)(=O)=O (sulphuric acid). The solvent is O.O.O.O.O.O.O.O.[OH-].[Ba+2].[OH-] (barium hydroxide octahydrate). Reaction conditions: time 15 minute. Yields the product CN(C1(CCCCC1)C(=O)N)C (1-dimethylamino cyclohexane carboxamide). As a reaction SMILES: [C:1]([C:3]1([N:9]([CH3:11])[CH3:10])[CH2:8][CH2:7][CH2:6][CH2:5][CH2:4]1)#[N:2].S(=O)(=O)(O)[OH:13]>O.O.O.O.O.O.O.O.[OH-].[Ba+2].[OH-]>[CH3:10][N:9]([CH3:11])[C:3]1([C:1]([NH2:2])=[O:13])[CH2:8][CH2:7][CH2:6][CH2:5][CH2:4]1 |f:2.3.4.5.6.7.8.9.10.11.12|. Procedure details: 1-Cyano-N,N-dimethyl cyclohexylamine (10 g.) was added portionwise to conc. sulphuric acid (20 ml.) and the solution left for 15 minutes. The cooled solution was diluted with ice-cold water and neutralised with barium hydroxide octahydrate. The mixture was filtered on hyflo and the filtrate evaporated to dryness when the residual oil (9.1 g., 81%) crystallised on standing. Recrystallisation from petrol (80/100) afforded 1-dimethylamino cyclohexane carboxamide m.p. 65°-69°. Procedure: A solution of [8-(2-chlorophenyl)-3,4-dihydro-2H-chromen-2-yl]methyl 4-methylbenzenesulfonate, prepared in Example 1, step 7 (0.25 g, 0.58 mmol) and sodium azide (0.15 g, 2.3 mmol) in anhydrous dimethyl sulfoxide (9.5 mL) was heated to 70° C. under nitrogen for 16 hours. The cooled reaction mixture was then diluted with diethyl ether (50 mL), washed with water (5×25 mL) and saturated brine (25 mL), dried over magnesium sulfate, filtered and concentrated under reduced pressure to afford 0.14 g (8... Reaction conditions: temperature 70 celsius. Product: N(=[N+]=[N-])CC1OC2=C(C=CC=C2CC1)C1=C(C=CC=C1)Cl (2-azidomethyl-8-(2-chloro-phenyl)-chroman). Reaction SMILES: CC1C=CC(S(O[CH2:12][CH:13]2[CH2:22][CH2:21][C:20]3[C:15](=[C:16]([C:23]4[CH:28]=[CH:27][CH:26]=[CH:25][C:24]=4[Cl:29])[CH:17]=[CH:18][CH:19]=3)[O:14]2)(=O)=O)=CC=1.[N-:30]=[N+:31]=[N-:32].[Na+]>CS(C)=O.C(OCC)C>[N:30]([CH2:12][CH:13]1[CH2:22][CH2:21][C:20]2[C:15](=[C:16]([C:23]3[CH:28]=[CH:27][CH:26]=[CH:25][C:24]=3[Cl:29])[CH:17]=[CH:18][CH:19]=2)[O:14]1)=[N+:31]=[N-:32] |f:1.2|. Reactants: CC1=CC=C(C=C1)S(=O)(=O)OCC1OC2=C(C=CC=C2CC1)C1=C(C=CC=C1)Cl ([8-(2-chlorophenyl)-3,4-dihydro-2H-chromen-2-yl]methyl 4-methylbenzenesulfonate), [N-]=[N+]=[N-].[Na+] (sodium azide). Run in CS(=O)C (dimethyl sulfoxide), C(C)OCC (diethyl ether). The yield is 82.0%.